This data is from the Open Reaction Database (ORD), a public repository of structured organic reaction records. The task is: describe an organic reaction: reactants, conditions, products, and yield Reactants: CCc1ccc(-c2cccc(C(=O)CC(=O)Nc3cc(Cl)c(C)cc3NC(=O)OC(C)(C)C)c2)cn1, ClCCl, O=C(O)C(F)(F)F. Product: CCc1ccc(-c2cccc(C3=Nc4cc(C)c(Cl)cc4NC(=O)C3)c2)cn1. Reaction SMILES: [C:1]([O:2][C:3](=[O:4])[NH:7][c:8]1[c:9]([NH:16][C:17]([CH2:18][C:19](=[O:5])[c:21]2[cH:22][c:23](-[c:27]3[cH:28][n:29][c:30]([CH2:33][CH3:34])[cH:31][cH:32]3)[cH:24][cH:25][cH:26]2)=[O:35])[cH:10][c:11]([Cl:15])[c:12]([CH3:14])[cH:13]1)([CH3:6])([CH3:20])[CH3:36].[Cl:44][CH2:45][Cl:46].[F:37][C:38]([F:39])([F:40])[C:41]([OH:42])=[O:43]>>[N:7]1=[C:19]([c:21]2[cH:22][c:23](-[c:27]3[cH:28][n:29][c:30]([CH2:33][CH3:34])[cH:31][cH:32]3)[cH:24][cH:25][cH:26]2)[CH2:18][C:17](=[O:35])[NH:16][c:9]2[c:8]1[cH:13][c:12]([CH3:14])[c:11]([Cl:15])[cH:10]2. The reactants are O=C(Cl)C(=O)Cl, N#Cc1c[nH]c2cc3c(cc2c1=O)ncn3CCN1CCOCC1, CN(C)C=O. Product: N#Cc1cnc2cc3c(cc2c1Cl)ncn3CCN1CCOCC1. Reaction SMILES: [Cl:25][C:26]([C:27]([Cl:28])=[O:29])=[O:30].[O:1]1[CH2:2][CH2:3][N:4]([CH2:7][CH2:8][n:9]2[cH:10][n:11][c:12]3[cH:13][c:14]4[c:15](=[O:24])[c:16]([C:22]#[N:23])[cH:17][nH:18][c:19]4[cH:20][c:21]23)[CH2:5][CH2:6]1.[O:31]=[CH:32][N:33]([CH3:34])[CH3:35]>>[O:1]1[CH2:2][CH2:3][N:4]([CH2:7][CH2:8][n:9]2[cH:10][n:11][c:12]3[cH:13][c:14]4[c:15]([Cl:25])[c:16]([C:22]#[N:23])[cH:17][n:18][c:19]4[cH:20][c:21]23)[CH2:5][CH2:6]1. Reactants: OC=1C=C(C=O)C=C(C1O)[N+](=O)[O-] (3,4-dihydroxy-5-nitrobenzaldehyde), Cl.NO (hydroxylamine hydrochloride), C1(=CC=C(C=C1)CS(=O)(=O)O)C (p-toluenemethanesulfonic acid), S(=O)(=O)([O-])[O-].[Mg+2] (magnesium sulfate). Run in C1(=CC=CC=C1)C (toluene). Product: ClC1=C(C=C(C#N)C=C1[N+](=O)[O-])O (4-chloro-3-hydroxy-5-nitrobenzonitrile). Isolated yield 75.6%. Reaction SMILES: [OH:1][C:2]1[CH:3]=[C:4]([CH:7]=[C:8]([N+:11]([O-:13])=[O:12])[C:9]=1O)[CH:5]=O.[ClH:14].[NH2:15]O.C1(C)C=CC(CS(O)(=O)=O)=CC=1.S([O-])([O-])(=O)=O.[Mg+2]>C1(C)C=CC=CC=1>[Cl:14][C:9]1[C:8]([N+:11]([O-:13])=[O:12])=[CH:7][C:4]([C:5]#[N:15])=[CH:3][C:2]=1[OH:1] |f:1.2,4.5|. Procedure: A mixture of 3,4-dihydroxy-5-nitrobenzaldehyde (5 g, 27.3 mmol), hydroxylamine hydrochloride (2.467 g, 35.5 mmol), p-toluenemethanesulfonic acid (0.779 g, 4.10 mmol) and magnesium sulfate (26.3 g, 218 mmol) in toluene (25 ml) was heated at reflux for 6 hours. The reaction mixture was cooled to room temperature; the reaction mixture was partitioned between ethyl acetate and water. The layers were separated and aqueous layer was extracted with ethyl acetate two more times. The combined organic lay... Reactants: Cl.S1C(=NN=C1)C(N)=N (1,3,4-thiadiazole-2-carboximidamide hydrochloride), FC1=C(C=O)C=CC(=C1)F (2,4-difluorobenzaldehyde), O=C(CC(=O)OCC)C (ethyl 3-oxobutanoate). Product: FC1=C(C=CC(=C1)F)C1N=C(NC(=C1C(=O)OCC)C)C=1SC=NN1 (Ethyl 4-(2,4-difluorophenyl)-6-methyl-2-(1,3,4-thiadiazol-2-yl)-1,4-dihydropyrimidine-5-carboxylate). Isolated yield 41.1%. Reaction SMILES: Cl.[S:2]1[CH:6]=[N:5][N:4]=[C:3]1[C:7](=[NH:9])[NH2:8].[F:10][C:11]1[CH:18]=[C:17]([F:19])[CH:16]=[CH:15][C:12]=1[CH:13]=O.O=[C:21]([CH3:28])[CH2:22][C:23]([O:25][CH2:26][CH3:27])=[O:24]>>[F:10][C:11]1[CH:18]=[C:17]([F:19])[CH:16]=[CH:15][C:12]=1[CH:13]1[C:22]([C:23]([O:25][CH2:26][CH3:27])=[O:24])=[C:21]([CH3:28])[NH:8][C:7]([C:3]2[S:2][CH:6]=[N:5][N:4]=2)=[N:9]1 |f:0.1|. Reported procedure: 1,3,4-thiadiazole-2-carboximidamide hydrochloride (1.43 g, 8.69 mmol) was reacted with 2,4-difluorobenzaldehyde (1.23 g, 8.69 mmol) and ethyl 3-oxobutanoate (1.36 g, 10.5 mmol) according to the procedure as described in Example 1, Step A to give the title compound as a yellow solid (1.3 g, 41%). The compound was characterized by the following spectroscopic data: RXN SMILES: [C:1]([OH:20])(=O)[CH2:2][CH2:3][CH2:4][CH2:5][CH2:6][CH2:7][CH2:8]/[CH:9]=[CH:10]\[CH2:11][CH2:12][CH2:13][CH2:14][CH2:15][CH2:16][CH2:17][CH3:18].[C:21]1([NH2:28])[CH:26]=[CH:25][CH:24]=[C:23]([NH2:27])[CH:22]=1>>[C:1]([NH:27][C:23]1[CH:22]=[C:21]([CH:26]=[CH:25][CH:24]=1)[NH2:28])(=[O:20])[CH2:2][CH2:3][CH2:4][CH2:5][CH2:6][CH2:7][CH2:8]/[CH:9]=[CH:10]\[CH2:11][CH2:12][CH2:13][CH2:14][CH2:15][CH2:16][CH2:17][CH3:18]. The reactants are C(CCCCCCC\C=C/CCCCCCCC)(=O)O (Oleic acid), C1(=CC(=CC=C1)N)N (m-phenylenediamine). Procedure details: Oleic acid (2.82 g) and m-phenylenediamine (1.62 g) were reacted in the same manner as Reference Example 11 to obtain 2.60 g of the objective compound (yield: 70%). Isolated yield 69.9%. Yields the product C(CCCCCCC\C=C/CCCCCCCC)(=O)NC=1C=C(N)C=CC1 (m-Oleoylaminoaniline).